Dataset: the Open Reaction Database (ORD), a public repository of structured organic reaction records. Task: describe an organic reaction: reactants, conditions, products, and yield The reactants are FC(CCC(=O)C(C(=O)O)C(=O)O)(F)F (4,4,4-trifluorobutyrylmalonic acid), C(O)([O-])=O.[Na+] (sodium hydrogencarbonate), C1(=CC=C(C=C1)S(=O)(=O)O)C (p-toluenesulfonic acid), ester. Solvent: O (water). Reaction conditions: time 6 hour. Product: FC(CCC(=O)CC(=O)OCC)(F)F (ethyl 4,4,4-trifluorobutyrylacetate). Yield: 24903.6%. As a reaction SMILES: [F:1][C:2]([F:15])([F:14])[CH2:3][CH2:4][C:5]([CH:7]([C:11]([OH:13])=[O:12])C(O)=O)=[O:6].[C:16]1(C)C=CC(S(O)(=O)=O)=C[CH:17]=1.C(=O)([O-])O.[Na+]>O>[F:15][C:2]([F:1])([F:14])[CH2:3][CH2:4][C:5]([CH2:7][C:11]([O:13][CH2:16][CH3:17])=[O:12])=[O:6] |f:2.3|. Procedure: A mixture of 179 g of the 4,4,4-trifluorobutyrylmalonic acid ditheyl ester thus obtained, 260 ml of water and 322 mg of p-toluenesulfonic acid was refluxed with vigorous stirring for 6 hours. The reaction solution was then poured into saturated aqueous sodium hydrogencarbonate solution and extracted three times with diethyl ether. The ether layers were combined and the combined layer was washed with brine, dried over anhydrous magnesium sulfate. After the drying agent was removed, the solvent wa...